Dataset: the Open Reaction Database (ORD), a public repository of structured organic reaction records. Task: describe an organic reaction: reactants, conditions, products, and yield Reactants: CC(=CC[C@H](C1=CC(=O)C=2C(=CC=C(C2C1=O)O)O)O)C (shikonin), C1(CCCCC1)N=C=NC1CCCCC1 (dicyclohexylcarbodiimide), C(CCCC)(=O)O (n-pentanoic acid). The reagents and catalysts are CN(C1=CC=NC=C1)C (4-dimethylaminopyridine). The solvent is ClCCl (dichloromethane). Reaction conditions: time 30 minute. Yields the product C(CCCC)(=O)OC(CC=C(C)C)C=1C(C2=C(C=CC(=C2C(C1)=O)O)O)=O (2-(1-n-pentanoyloxy-4-methyl-3-pentenyl)-5,8-dihydroxy-1,4-naphthoquinone). The yield is 59.9%. As a reaction SMILES: [CH3:1][C:2]([CH3:21])=[CH:3][CH2:4][C@@H:5]([OH:20])[C:6]1[C:16](=[O:17])[C:15]2[C:14]([OH:18])=[CH:13][CH:12]=[C:11]([OH:19])[C:10]=2[C:8](=[O:9])[CH:7]=1.C1(N=C=NC2CCCCC2)CCCCC1.[C:37](O)(=[O:42])[CH2:38][CH2:39][CH2:40][CH3:41]>CN(C)C1C=CN=CC=1.ClCCl>[C:37]([O:20][CH:5]([C:6]1[C:16](=[O:17])[C:15]2[C:10]([C:8](=[O:9])[CH:7]=1)=[C:11]([OH:19])[CH:12]=[CH:13][C:14]=2[OH:18])[CH2:4][CH:3]=[C:2]([CH3:21])[CH3:1])(=[O:42])[CH2:38][CH2:39][CH2:40][CH3:41]. Procedure details: 288 mg (1 mmole) of shikonin, 226 mg (1.1 mmole) of dicyclohexylcarbodiimide and 30 mg (0.25 mmole) of 4-dimethylaminopyridine were dissolved in 3 ml of dry dichloromethane. To the resulting solution was added 102 mg (1 mmole) of n-pentanoic acid at 0° C. under nitrogen gas, and the mixture was stirred for 30 minutes and then at room temperature for further 3 hours. The resulting product was separated and purified according to the procedures as described in Example 1 to obtain 223 mg (Yield: 60%... The reactants are C(C)C1=CC(=NC=C1)N (4-ethyl-pyridin-2-ylamine), C1CC(=O)N(C1=O)I (NIS). Product: C(C)C1=CC(=NC=C1I)N (4-Ethyl-5-iodo-pyridin-2-ylamine). RXN SMILES: [CH2:1]([C:3]1[CH:8]=[CH:7][N:6]=[C:5]([NH2:9])[CH:4]=1)[CH3:2].C1C(=O)N([I:17])C(=O)C1>>[CH2:1]([C:3]1[C:8]([I:17])=[CH:7][N:6]=[C:5]([NH2:9])[CH:4]=1)[CH3:2]. Procedure details: The title compound is synthesized according to general procedure GP1 starting from 5.0 g (41 mmol) 4-ethyl-pyridin-2-ylamine and 9.2 g (41 mmol) NIS. Yield after precipitation from the reaction mixture and isolation of additional product from the mother liquid by chromatography using silica gel: 10.3 g (100%). Reactants: O=C(Cl)Cl, OCCOc1ccccc1. The product is O=C(Cl)OCCOc1ccccc1. As a reaction SMILES: [Cl:1][C:2]([Cl:3])=[O:4].[O:5]([c:6]1[cH:7][cH:8][cH:9][cH:10][cH:11]1)[CH2:12][CH2:13][OH:14]>>[Cl:1][C:2](=[O:4])[O:14][CH2:13][CH2:12][O:5][c:6]1[cH:7][cH:8][cH:9][cH:10][cH:11]1. Starting materials: N1=CC=CC=C1 (pyridine), Cl.COCCNN=CNC1=CC=C(C(=O)O)C=C1 (4-[(2-methoxyethyl)aminoiminomethylamino]benzoic acid.hydrochloride), Cl.C(N)(=N)C=1C=C2C=CC(=C(C2=CC1)CC(N)=O)O (6-amidino-1-carbamoylmethyl-2-naphthol.hydrochloride), C1CCC(CC1)N=C=NC2CCCCC2 (DCC). Reagents/catalysts: CN(C)C=1C=CN=CC1 (DMAP). Solvent: C(C)C(=O)C.O.C(C)(=O)O (methyl ethyl ketone water acetic acid). Conditions: time 2 hour. The product is Cl.Cl.COCCNN=CNC1=CC=C(C(=O)OC2=C(C3=CC=C(C=C3C=C2)C(N)=N)CC(N)=O)C=C1 (6-amidino-1-carbamoylmethyl-2-naphthyl 4-[(2-methoxyethyl)aminoiminomethylamino]-benzoate.dihydrochloride). Isolated yield 85.2%. As a reaction SMILES: N1C=CC=CC=1.[ClH:7].[CH3:8][O:9][CH2:10][CH2:11][NH:12][N:13]=[CH:14][NH:15][C:16]1[CH:24]=[CH:23][C:19]([C:20]([OH:22])=[O:21])=[CH:18][CH:17]=1.Cl.[C:26]([C:29]1[CH:30]=[C:31]2[C:36](=[CH:37][CH:38]=1)[C:35]([CH2:39][C:40](=[O:42])[NH2:41])=[C:34](O)[CH:33]=[CH:32]2)(=[NH:28])[NH2:27].C1CCC(N=C=NC2CCCCC2)CC1>CN(C1C=CN=CC=1)C.C(C(C)=O)C.O.C(O)(=O)C>[ClH:7].[ClH:7].[CH3:8][O:9][CH2:10][CH2:11][NH:12][N:13]=[CH:14][NH:15][C:16]1[CH:24]=[CH:23][C:19]([C:20]([O:22][C:34]2[CH:33]=[CH:32][C:31]3[C:36](=[CH:37][CH:38]=[C:29]([C:26](=[NH:27])[NH2:28])[CH:30]=3)[C:35]=2[CH2:39][C:40](=[O:42])[NH2:41])=[O:21])=[CH:18][CH:17]=1 |f:1.2,3.4,7.8.9,10.11.12|. Reported procedure: 50 Milliliters of 10% hydrous pyridine was added to 1.5 g of 4-[(2-methoxyethyl)aminoiminomethylamino]benzoic acid.hydrochloride, 1.22 g of 6-amidino-1-carbamoylmethyl-2-naphthol.hydrochloride, 1.7 g of DCC and 67 mg of DMAP, followed by stirring for 2 hours under cooling with ice and then 24 hours at room temperature. The precipitate was filtered and the filtrate was concentrated under reduced pressure. To the residue was added 15 ml of ethanol and 15 ml of isopropanol, and the precipitate was ... Reactants: 1,1″-carbonyldiimidazole, NC1=C(C=C(C(=C1)Cl)Cl)N (1,2-diamino-4,5-dichlorobenzene), C1CCOC1 (THF), O (water). Conditions: time 8 hour. The product is ClC1=CC2=C(NC(N2)=O)C=C1Cl (5,6-Dichloro-1,3-dihydrobenzimidazol-2-one). RXN SMILES: [NH2:1][C:2]1[CH:7]=[C:6]([Cl:8])[C:5]([Cl:9])=[CH:4][C:3]=1[NH2:10].O.C1C[O:15][CH2:14]C1>>[Cl:8][C:6]1[C:5]([Cl:9])=[CH:4][C:3]2[NH:10][C:14](=[O:15])[NH:1][C:2]=2[CH:7]=1. Procedure: 5.49 g (33.9 mmol) of 1,1″-carbonyldiimidazole were added in portions to a stirred solution of 5.00 g (28.2 mmol) of 1,2-diamino-4,5-dichlorobenzene in THF (100 ml) at room temperature. The reaction solution was then stirred at room temperature overnight. The reaction mixture was mixed with water (60 ml) and cooled in an ice bath. The precipitate which separated out was filtered, washed with water and dried in vacuo. Procedure details: To a solution of 5.00 g (25.4 mmol) 4-amino-3-bromobenzonitrile in 30 mL of toluene was added 8.23 g (38.1 mmol) of diethyl ethoxymethylenemalonate (2a). The mixture was then heated to reflux for overnight with a condenser open to the air. The resulting solution was cooled down to room temperature and poured into 100 mL of hexanes. The white precipitate was collected and washed with hexanes (30 mL×3) to yield 11.9 g of an off-while solid as the desired product. MS ESI (m/z) 367 (M+1)+. RXN SMILES: [NH2:1][C:2]1[CH:9]=[CH:8][C:5]([C:6]#[N:7])=[CH:4][C:3]=1[Br:10].C(O[CH:14]=[C:15]([C:21]([O:23][CH2:24][CH3:25])=[O:22])[C:16]([O:18][CH2:19][CH3:20])=[O:17])C>C1(C)C=CC=CC=1>[Br:10][C:3]1[CH:4]=[C:5]([C:6]#[N:7])[CH:8]=[CH:9][C:2]=1[NH:1][CH:14]=[C:15]([C:16]([O:18][CH2:19][CH3:20])=[O:17])[C:21]([O:23][CH2:24][CH3:25])=[O:22]. Yields the product BrC1=C(C=CC(=C1)C#N)NC=C(C(=O)OCC)C(=O)OCC (diethyl 2-((2-bromo-4-cyanophenylamino)methylene)malonate). Run in hexanes, C1(=CC=CC=C1)C (toluene). Reactants: NC1=C(C=C(C#N)C=C1)Br (4-amino-3-bromobenzonitrile), C(C)OC=C(C(=O)OCC)C(=O)OCC (diethyl ethoxymethylenemalonate). The reactants are COCCOC, CC(C)(C)OC(=O)N1C2C=C(OS(=O)(=O)C(F)(F)F)CC1CC2, CC1(C)OB(c2cnc(N)c(-c3nnnn3-c3cccc(F)c3F)c2)OC1(C)C, [Na+], O=C([O-])O. Yields the product CC(C)(C)OC(=O)N1C2C=C(c3cnc(N)c(-c4nnnn4-c4cccc(F)c4F)c3)CC1CC2. As a reaction SMILES: [CH3:58][O:59][CH2:60][CH2:61][O:62][CH3:63].[F:1][C:2]([F:3])([F:4])[S:5]([O:6][C:7]1=[CH:13][CH:12]2[CH2:11][CH2:10][CH:9]([CH2:8]1)[N:14]2[C:15](=[O:16])[O:17][C:18]([CH3:19])([CH3:20])[CH3:21])(=[O:22])=[O:23].[F:29][c:30]1[c:31](-[n:37]2[n:38][n:39][n:40][c:41]2-[c:42]2[c:43]([NH2:57])[n:44][cH:45][c:46]([B:48]3[O:49][C:50]([CH3:51])([CH3:52])[C:53]([CH3:54])([CH3:55])[O:56]3)[cH:47]2)[cH:32][cH:33][cH:34][c:35]1[F:36].[Na+:28].[O-:24][C:25]([OH:26])=[O:27]>>[C:7]1([c:46]2[cH:45][n:44][c:43]([NH2:57])[c:42](-[c:41]3[n:37](-[c:31]4[c:30]([F:29])[c:35]([F:36])[cH:34][cH:33][cH:32]4)[n:38][n:39][n:40]3)[cH:47]2)=[CH:13][CH:12]2[CH2:11][CH2:10][CH:9]([CH2:8]1)[N:14]2[C:15](=[O:16])[O:17][C:18]([CH3:19])([CH3:20])[CH3:21]. Reactants: CCOC(C)=O, COc1cc(N2CCC(N3CC4CC3CN4CCF)CC2)ccc1[N+](=O)[O-]. Yields the product COc1cc(N2CCC(N3CC4CC3CN4CCF)CC2)ccc1N. Reaction SMILES: [CH3:28][CH2:29][O:30][C:31]([CH3:32])=[O:33].[F:1][CH2:2][CH2:3][N:4]1[CH:5]2[CH2:6][N:7]([CH:11]3[CH2:12][CH2:13][N:14]([c:17]4[cH:18][c:19]([O:26][CH3:27])[c:20]([N+:23]([O-:24])=[O:25])[cH:21][cH:22]4)[CH2:15][CH2:16]3)[CH:8]([CH2:9]1)[CH2:10]2>>[F:1][CH2:2][CH2:3][N:4]1[CH:5]2[CH2:6][N:7]([CH:11]3[CH2:12][CH2:13][N:14]([c:17]4[cH:18][c:19]([O:26][CH3:27])[c:20]([NH2:23])[cH:21][cH:22]4)[CH2:15][CH2:16]3)[CH:8]([CH2:9]1)[CH2:10]2. Reactants: BrC(Br)(Br)Br, ClCCl, O=c1cc(CO)ccn1-c1ccccc1, c1ccc(P(c2ccccc2)c2ccccc2)cc1. Product: O=c1cc(CBr)ccn1-c1ccccc1. As a reaction SMILES: [Br:16][C:17]([Br:18])([Br:19])[Br:20].[Cl:40][CH2:41][Cl:42].[OH:1][CH2:2][c:3]1[cH:4][c:5](=[O:15])[n:6](-[c:9]2[cH:10][cH:11][cH:12][cH:13][cH:14]2)[cH:7][cH:8]1.[c:21]1([P:22]([c:23]2[cH:24][cH:25][cH:26][cH:27][cH:28]2)[c:29]2[cH:30][cH:31][cH:32][cH:33][cH:34]2)[cH:35][cH:36][cH:37][cH:38][cH:39]1>>[CH2:2]([c:3]1[cH:4][c:5](=[O:15])[n:6](-[c:9]2[cH:10][cH:11][cH:12][cH:13][cH:14]2)[cH:7][cH:8]1)[Br:16].